From a dataset of the Open Reaction Database (ORD), a public repository of structured organic reaction records. describe an organic reaction: reactants, conditions, products, and yield The reactants are CC1=C(C(=C(C=C1)C)C)C (1,2,3,4-Tetramethylbenzene), C1(=CC=CC=C1)S(=O)CBr (Bromomethyl phenyl sulfoxide), FC(S(=O)(=O)OS(=O)(=O)C(F)(F)F)(F)F (trifluoromethanesulfonic anhydride). The solvent is C(C)OCC (diethyl ether). The product is [O-]S(=O)(=O)C(F)(F)F.BrC[S+](C1=C(C(=C(C(=C1)C)C)C)C)C1=CC=CC=C1 ((bromomethyl)(phenyl)(2,3,4,5-tetramethylphenyl)sulfonium triflate). Reaction SMILES: [C:1]1([S:7]([CH2:9][Br:10])=O)[CH:6]=[CH:5][CH:4]=[CH:3][CH:2]=1.[CH3:11][C:12]1[CH:17]=[CH:16][C:15]([CH3:18])=[C:14]([CH3:19])[C:13]=1[CH3:20].[F:21][C:22]([F:35])([F:34])[S:23]([O:26]S(C(F)(F)F)(=O)=O)(=[O:25])=[O:24]>C(OCC)C>[O-:26][S:23]([C:22]([F:35])([F:34])[F:21])(=[O:25])=[O:24].[Br:10][CH2:9][S+:7]([C:1]1[CH:6]=[CH:5][CH:4]=[CH:3][CH:2]=1)[C:17]1[CH:16]=[C:15]([CH3:18])[C:14]([CH3:19])=[C:13]([CH3:20])[C:12]=1[CH3:11] |f:4.5|. Procedure details: Bromomethyl phenyl sulfoxide (500 mg, 2.29 mmol) of example 32 was dissolved in dry diethyl ether (15 mL) under an argon atmosphere. 1,2,3,4-Tetramethylbenzene (339 mg, 1.09 eq) was added to the previous solution and then the mixture cooled to a temperature below −60° C. After stabilizing the temperature, trifluoromethanesulfonic anhydride (0.385 ml, 1.0 eq) was added slowly, maintaining the same temperature. The mixture was stirred until the reaction was complete. The precipitated triflate salt...